From a dataset of the Open Reaction Database (ORD), a public repository of structured organic reaction records. describe an organic reaction: reactants, conditions, products, and yield Starting materials: BrCCCCCCCCCCBr, C1CCOC1, CC(C)NC(C)C, CC(C)[N-]C(C)C, Cl, [Li+], [Li]CCCC, O=C(O)C(Cl)Cl. The product is O=C(O)C(Cl)(Cl)CCCCCCCCCCBr. RXN SMILES: [Br:27][CH2:28][CH2:29][CH2:30][CH2:31][CH2:32][CH2:33][CH2:34][CH2:35][CH2:36][CH2:37][Br:38].[CH2:40]1[O:41][CH2:42][CH2:43][CH2:44]1.[CH:15]([NH:16][CH:17]([CH3:18])[CH3:19])([CH3:20])[CH3:21].[CH:7]([N-:8][CH:9]([CH3:10])[CH3:11])([CH3:12])[CH3:13].[ClH:39].[Li+:14].[Li:22][CH2:23][CH2:24][CH2:25][CH3:26].[OH:1][C:2](=[O:3])[CH:4]([Cl:5])[Cl:6]>>[OH:1][C:2](=[O:3])[C:4]([Cl:5])([Cl:6])[CH2:37][CH2:36][CH2:35][CH2:34][CH2:33][CH2:32][CH2:31][CH2:30][CH2:29][CH2:28][Br:27]. The reactants are [H-].[Na+] (sodium hydride), N1C(CCC1)=O (pyrrolidin-2-one), CC1=C(N=C(S1)CBr)Br (methyl 4-bromo-2-(bromomethyl)thiazole). Solvent: CN(C)C=O (DMF), C1CCOC1 (THF). Product: BrC=1N=C(SC1)CN1C(CCC1)=O (1-((4-bromothiazol-2-yl)methyl)pyrrolidin-2-one). Isolated yield 79.0%. Reaction SMILES: C[C:2]1[S:6][C:5]([CH2:7]Br)=[N:4][C:3]=1[Br:9].[H-].[Na+].[NH:12]1[CH2:16][CH2:15][CH2:14][C:13]1=[O:17]>C1COCC1.CN(C=O)C>[Br:9][C:3]1[N:4]=[C:5]([CH2:7][N:12]2[CH2:16][CH2:15][CH2:14][C:13]2=[O:17])[S:6][CH:2]=1 |f:1.2|. Procedure: A solution of methyl 4-bromo-2-(bromomethyl)thiazole (prepared according to the procedure reported in US 2010/298388), (0.50 g, 1.94 mmol) in THF (5 ml) was added to a solution of sodium hydride (0.12 g 60% in paraffin oil, 2.92 mmol) and pyrrolidin-2-one (0.20 g, 2.33 mmol) in DMF (5 ml) at 0° C. under stirring. The reaction mixture was stirred at room temperature for 30 minutes. The progress of the reaction was monitored by TLC. The reaction mixture was quenched with water (5 ml). The mixture ... Reactants: C=O, Cl, NC(Cc1cccc(O)c1)C(=O)O. The product is Cl, O=C(O)C1Cc2cc(O)ccc2CN1. Reaction SMILES: [CH2:14]=[O:15].[ClH:16].[OH:1][c:2]1[cH:3][c:4]([CH2:5][CH:6]([NH2:7])[C:8](=[O:9])[OH:10])[cH:11][cH:12][cH:13]1>>[ClH:16].[OH:1][c:2]1[cH:3][c:4]2[c:11]([cH:12][cH:13]1)[CH2:14][NH:7][CH:6]([C:8](=[O:9])[OH:10])[CH2:5]2.